Dataset: the Open Reaction Database (ORD), a public repository of structured organic reaction records. Task: describe an organic reaction: reactants, conditions, products, and yield The reactants are NCCCCN, Cc1cc(C)nc(SC(=O)OCc2ccccc2)n1, CO. The product is NCCCCNC(=O)OCc1ccccc1. Reaction SMILES: [CH2:1]([CH2:2][CH2:3][CH2:4][NH2:5])[NH2:6].[CH2:7]([c:8]1[cH:9][cH:10][cH:11][cH:12][cH:13]1)[O:14][C:15](=[O:16])[S:17][c:18]1[n:19][c:20]([CH3:21])[cH:22][c:23]([CH3:24])[n:25]1.[CH3:26][OH:27]>>[CH2:1]([CH2:2][CH2:3][CH2:4][NH:5][C:15]([O:14][CH2:7][c:8]1[cH:9][cH:10][cH:11][cH:12][cH:13]1)=[O:16])[NH2:6]. Solvent: C(Cl)Cl (DCM). Yields the product BrC=1C=CC2=C(N(C(=N2)C)C2CCCC2)C1 (6-Bromo-1-cyclopentyl-2-methyl-1H-benzoimidazole). Procedure: Heat a mixture of 4-bromo-N2-cyclopentyl-benzene-1,2-diamine (10.6 g), triethyl orthoacetate (9.5 ml) and acetic acid (6.3 mL) at 100° C. for 2.5 h. Dilute with DCM and pour onto an aqueous saturated solution of sodium bicarbonate. Dry over sodium sulfate and remove the solvent under vacuum. Purify by silica gel column chromatography, eluting with DCM/ethanol-10% NH3 (0-3%) to afford 10.67 g of the title compound. MS (ES+): m/z=280 (M+H)+. Reactants: BrC=1C=C(C(=CC1)N)NC1CCCC1 (4-bromo-N2-cyclopentyl-benzene-1,2-diamine), C(C)(OCC)(OCC)OCC (triethyl orthoacetate), C(C)(=O)O (acetic acid), C([O-])(O)=O.[Na+] (sodium bicarbonate). RXN SMILES: [Br:1][C:2]1[CH:3]=[C:4]([NH:9][CH:10]2[CH2:14][CH2:13][CH2:12][CH2:11]2)[C:5]([NH2:8])=[CH:6][CH:7]=1.[C:15](OCC)(OCC)(OCC)[CH3:16].C(O)(=O)C.C(=O)(O)[O-].[Na+]>C(Cl)Cl>[Br:1][C:2]1[CH:7]=[CH:6][C:5]2[N:8]=[C:15]([CH3:16])[N:9]([CH:10]3[CH2:14][CH2:13][CH2:12][CH2:11]3)[C:4]=2[CH:3]=1 |f:3.4|.